Task: describe an organic reaction: reactants, conditions, products, and yield. Dataset: the Open Reaction Database (ORD), a public repository of structured organic reaction records Yields the product Cc1ccc(-c2nc3sc4ccccc4n3c2CC(=O)N(C)C)s1. Starting materials: ClCCl, Cc1ccc(-c2nc3sc4ccccc4n3c2C(Cl)C(=O)N(C)C)s1, Cl. As a reaction SMILES: [Cl:27][CH2:28][Cl:29].[Cl:2][CH:3]([C:4](=[O:5])[N:6]([CH3:7])[CH3:8])[c:9]1[c:10](-[c:21]2[s:22][c:23]([CH3:26])[cH:24][cH:25]2)[n:11][c:12]2[s:13][c:14]3[c:15]([n:16]12)[cH:17][cH:18][cH:19][cH:20]3.[ClH:1]>>[CH2:3]([C:4](=[O:5])[N:6]([CH3:7])[CH3:8])[c:9]1[c:10](-[c:21]2[s:22][c:23]([CH3:26])[cH:24][cH:25]2)[n:11][c:12]2[s:13][c:14]3[c:15]([n:16]12)[cH:17][cH:18][cH:19][cH:20]3. The reactants are OCC1=CC[C@H]2[C@@H]1[C@@H](OC=C2COCC2=CC=C(C=C2)OC)OC ((1R,4aS,7aS)-7-hydroxymethyl-1-methoxy4-(p-methoxybenzyloxymethyl)-1,4a,5,7a-tetrahydrocyclopenta[c]pyran), [Cr](=O)(=O)([O-])Cl.[NH+]1=CC=CC=C1 (pyridiniumchlorochromate). Run in C(Cl)Cl (methylene chloride). Run at time 1 hour. The product is C(=O)C1=CC[C@H]2[C@@H]1[C@@H](OC=C2COCC2=CC=C(C=C2)OC)OC ((1R,4aS,7aS)-7-formyl-1-methoxy-4-(p-methoxybenzyloxymethyl)-1,4a,5,7a-tetrahydrocyclopenta[c]pyran). The yield is 70.2%. As a reaction SMILES: [OH:1][CH2:2][C:3]1[C@H:7]2[C@H:8]([O:23][CH3:24])[O:9][CH:10]=[C:11]([CH2:12][O:13][CH2:14][C:15]3[CH:20]=[CH:19][C:18]([O:21][CH3:22])=[CH:17][CH:16]=3)[C@H:6]2[CH2:5][CH:4]=1.[Cr](Cl)([O-])(=O)=O.[NH+]1C=CC=CC=1>C(Cl)Cl>[CH:2]([C:3]1[C@H:7]2[C@H:8]([O:23][CH3:24])[O:9][CH:10]=[C:11]([CH2:12][O:13][CH2:14][C:15]3[CH:20]=[CH:19][C:18]([O:21][CH3:22])=[CH:17][CH:16]=3)[C@H:6]2[CH2:5][CH:4]=1)=[O:1] |f:1.2|. Procedure: 0.240 g (0.72 mmol) of (1R,4aS,7aS)-7-hydroxymethyl-1-methoxy4-(p-methoxybenzyloxymethyl)-1,4a,5,7a-tetrahydrocyclopenta[c]pyran was dissolved in 5 ml of methylene chloride and 0.311 g (1.44 mmol) of pyridiniumchlorochromate was added thereto. The reaction solution was stirred for one hour, filtered through diatomaceous earth, and then concentrated. The residue was subjected to silica gel column chromatography (eluent: n-hexanelethylacetate=4/1, v/v) to obtain 0.167 g (Yield 70%) of (1R,4aS,7aS)... The reactants are C=1C=C(SC1)C2=CC=C(S2)C3=CC=CS3 (α-Terthienyl), ClS(=O)(=O)N=C=O (chlorosulfonyl isocyanate), C(#N)C1=CC=C(S1)C=1SC(=CC1)C=1SC=CC1 (5-cyano-2,2':5',2"-terthienyl). Solvent: C(Cl)Cl (methylene chloride). The product is C(#N)C1=CC=C(S1)C=1SC(=CC1)C=1SC(=CC1)C#N (5,5"-Dicyano-2,2':5',2"-Terthienyl). Reaction SMILES: C1C=C(C2SC(C3SC=CC=3)=CC=2)SC=1.ClS([N:20]=[C:21]=O)(=O)=O.[C:23]([C:25]1[S:29][C:28]([C:30]2[S:31][C:32]([C:35]3[S:36][CH:37]=[CH:38][CH:39]=3)=[CH:33][CH:34]=2)=[CH:27][CH:26]=1)#[N:24]>C(Cl)Cl>[C:23]([C:25]1[S:29][C:28]([C:30]2[S:31][C:32]([C:35]3[S:36][C:37]([C:21]#[N:20])=[CH:38][CH:39]=3)=[CH:33][CH:34]=2)=[CH:27][CH:26]=1)#[N:24]. Reported procedure: α-Terthienyl (2.46 g, 0.01 m) was treated with two equivalents of chlorosulfonyl isocyanate (0.02 m) in methylene chloride as described in the preparation of 5-cyano-2,2':5',2"-terthienyl. Work-up as in that procedure gave crude product (2.4 g), m.p. 165°-170° C., contracting around 140° C. m/z 298(m+); Reactants: COC(=O)CCCCCCCBr, O=c1[nH]cc(-c2ccc(Cl)cc2)n1-c1ccccc1, [H-], [I-], [Na+], [Na+], CN(C)C=O. Product: COC(=O)CCCCCCCn1cc(-c2ccc(Cl)cc2)n(-c2ccccc2)c1=O. Reaction SMILES: [CH3:22][O:23][C:24]([CH2:25][CH2:26][CH2:27][CH2:28][CH2:29][CH2:30][CH2:31][Br:32])=[O:33].[Cl:3][c:4]1[cH:5][cH:6][c:7](-[c:10]2[cH:11][nH:12][c:13](=[O:21])[n:14]2-[c:15]2[cH:16][cH:17][cH:18][cH:19][cH:20]2)[cH:8][cH:9]1.[H-:2].[I-:34].[Na+:1].[Na+:35].[O:36]=[CH:37][N:38]([CH3:39])[CH3:40]>>[Cl:3][c:4]1[cH:5][cH:6][c:7](-[c:10]2[cH:11][n:12]([CH2:31][CH2:30][CH2:29][CH2:28][CH2:27][CH2:26][CH2:25][C:24]([O:23][CH3:22])=[O:33])[c:13](=[O:21])[n:14]2-[c:15]2[cH:16][cH:17][cH:18][cH:19][cH:20]2)[cH:8][cH:9]1. Reactants: O1C(CCCC1)OCC1=C(C(=CC=C1)Br)C (3-bromo-2-methylbenzyl tetrahydro-2-pyranyl ether), C(=O)N1CCCCC1 (N-formylpiperidine), Mg. Reagents/catalysts: BrCBr (dibromomethane). Run in O1CCCC1 (tetrahydrofuran), O1CCCC1 (tetrahydrofuran), O1CCCC1 (tetrahydrofuran). Reaction conditions: temperature 0 celsius, time 2 hour. The product is O1C(CCCC1)OCC1=C(C(=CC=C1)C=O)C (3-Formyl-2-methylbenzyl tetrahydro-2-pyranyl ether). Reaction SMILES: [O:1]1[CH2:6][CH2:5][CH2:4][CH2:3][CH:2]1[O:7][CH2:8][C:9]1[CH:14]=[CH:13][CH:12]=[C:11](Br)[C:10]=1[CH3:16].[CH:17](N1CCCCC1)=[O:18]>O1CCCC1.BrCBr>[O:1]1[CH2:6][CH2:5][CH2:4][CH2:3][CH:2]1[O:7][CH2:8][C:9]1[CH:14]=[CH:13][CH:12]=[C:11]([CH:17]=[O:18])[C:10]=1[CH3:16]. Reported procedure: 1.2 g of Mg (magnesium shavings) in 15 ml of absolute tetrahydrofuran are initially introduced under a nitrogen atomsphere. A few drops of dibromomethane are added at 65° C. A solution of 14.25 g of 3-bromo-2-methylbenzyl tetrahydro-2-pyranyl ether in 50 ml of tetrahydrofuran is added dropwise while the temperature is kept at 65° C. The refluxed mixture is then stirred for 2 hours. A solution of 5.65 g of N-formylpiperidine in 10 ml of absolute tetrahydrofuran is added dropwise to the reaction m... The reactants are BrCc1ccccc1, O=C([O-])[O-], CN(C)C=O, [K+], [K+], CCOC(=O)c1cc2cccnc2[nH]c1=O, O. The product is CCOC(=O)c1cc2cccnc2n(Cc2ccccc2)c1=O. RXN SMILES: [Br:23][CH2:24][c:25]1[cH:26][cH:27][cH:28][cH:29][cH:30]1.[C:17](=[O:18])([O-:19])[O-:20].[CH3:32][N:33]([CH3:34])[CH:35]=[O:36].[K+:21].[K+:22].[O:1]=[c:2]1[nH:3][c:4]2[n:5][cH:6][cH:7][cH:8][c:9]2[cH:10][c:11]1[C:12](=[O:13])[O:14][CH2:15][CH3:16].[OH2:31]>>[O:1]=[c:2]1[n:3]([CH2:24][c:25]2[cH:26][cH:27][cH:28][cH:29][cH:30]2)[c:4]2[n:5][cH:6][cH:7][cH:8][c:9]2[cH:10][c:11]1[C:12](=[O:13])[O:14][CH2:15][CH3:16]. The reactants are CC(C)(C)OC(=O)N1CC(=O)Nc2cc(F)ccc2C1, COc1ccc(P2(=S)SP(=S)(c3ccc(OC)cc3)S2)cc1, Cc1ccccc1. The product is CC(C)(C)OC(=O)N1CC(=S)Nc2cc(F)ccc2C1. As a reaction SMILES: [C:1]([CH3:2])([CH3:3])([CH3:4])[O:5][C:6](=[O:7])[N:8]1[CH2:9][C:10](=[O:20])[NH:11][c:12]2[c:13]([cH:15][cH:16][c:17]([F:19])[cH:18]2)[CH2:14]1.[CH3:21][O:22][c:23]1[cH:24][cH:25][c:26]([P:27]2(=[S:30])[S:28][P:29]([c:31]3[cH:32][cH:33][c:34]([O:35][CH3:36])[cH:37][cH:38]3)(=[S:39])[S:40]2)[cH:41][cH:42]1.[CH3:43][c:44]1[cH:45][cH:46][cH:47][cH:48][cH:49]1>>[C:1]([CH3:2])([CH3:3])([CH3:4])[O:5][C:6](=[O:7])[N:8]1[CH2:9][C:10](=[S:30])[NH:11][c:12]2[c:13]([cH:15][cH:16][c:17]([F:19])[cH:18]2)[CH2:14]1. Starting materials: ester, [H-].[H-].[H-].[H-].[Li+].[Al+3] (LiAlH4), C(C)OC(C=CCC[C@@H]1CC[C@H](CC1)N(C)C(=O)OC(C)(C)C)=O (trans-5-[4-(tert-Butoxycarbonyl-methyl-amino)-cyclohexyl]-pent-2-enoic acid ethyl ester). The reagents and catalysts are [Pd] (Pd/C). The solvent is C1CCOC1 (THF), CO (MeOH). Yields the product C(C)(C)(C)OC(N(C)[C@@H]1CC[C@H](CC1)CCCCCO)=O (trans-[4-(5-Hydroxy pentyl)-cyclohexyl)-methyl-carbamic acid tert-butyl ester). The yield is 81.2%. As a reaction SMILES: C([O:3][C:4](=O)[CH:5]=[CH:6][CH2:7][CH2:8][C@H:9]1[CH2:14][CH2:13][C@H:12]([N:15]([C:17]([O:19][C:20]([CH3:23])([CH3:22])[CH3:21])=[O:18])[CH3:16])[CH2:11][CH2:10]1)C.[H-].[H-].[H-].[H-].[Li+].[Al+3]>CO.C1COCC1.[Pd]>[C:20]([O:19][C:17](=[O:18])[N:15]([C@H:12]1[CH2:11][CH2:10][C@H:9]([CH2:8][CH2:7][CH2:6][CH2:5][CH2:4][OH:3])[CH2:14][CH2:13]1)[CH3:16])([CH3:21])([CH3:23])[CH3:22] |f:1.2.3.4.5.6|. Procedure: A solution of 2.45 g (7.2 mmol) trans-5-[4-(tert-Butoxycarbonyl-methyl-amino)-cyclohexyl]-pent-2-enoic acid ethyl ester and 200 mg of Pd/C (10%) in 40 ml MeOH was stirred for 20 h under H2-atmosphere. After filtration and evaporation of the methanol under vacuo, 2.39 g 5-[4-(tert-Butoxy carbonyl-methyl-amino)-cyclohexyl]-pentanoic acid ethyl ester could be isolated. 2.05 g (6.0 mmol) of this ester and 470 mg (12 mmol) of LiAlH4 were stirred in 20 ml of THF at RT for 5 h. Exess of LiAlH4 was dest...